This data is from the Open Reaction Database (ORD), a public repository of structured organic reaction records. The task is: describe an organic reaction: reactants, conditions, products, and yield Starting materials: C1CCOC1, CCOC(=O)C(C)P(=O)(OCC)OCC, [H-], [Na+], CC(C)(C)OC(=O)N1CCC(=O)CC1. Yields the product CCOC(=O)C(C)=C1CCN(C(=O)OC(C)(C)C)CC1. As a reaction SMILES: [CH2:32]1[O:33][CH2:34][CH2:35][CH2:36]1.[CH2:3]([O:4][P:5]([O:6][CH2:7][CH3:8])(=[O:9])[CH:11]([C:12](=[O:13])[O:14][CH2:15][CH3:16])[CH3:17])[CH3:10].[H-:1].[Na+:2].[O:18]=[C:19]1[CH2:20][CH2:21][N:22]([C:25](=[O:26])[O:27][C:28]([CH3:29])([CH3:30])[CH3:31])[CH2:23][CH2:24]1>>[C:11]([C:12](=[O:13])[O:14][CH2:15][CH3:16])([CH3:17])=[C:19]1[CH2:20][CH2:21][N:22]([C:25](=[O:26])[O:27][C:28]([CH3:29])([CH3:30])[CH3:31])[CH2:23][CH2:24]1. Procedure: To 25 ml of methanol, cooled to -5° C., there is added 2.38 g (0.02 mol) of thionyl chloride. To the ice cooled solution is added 2.85 g (0.0093 mol) of the mixture of 1-(4-chlorophenyl)-1,4-dihydro-4-oxo-5-n-propyl-6-methyl pyridazine-3-carboxylic Acid and 1-(4-chlorophenyl)-1,4-dihydro-4-oxo-6-n-butyl pyridazine-3-carboxylic Acid dissolved in 25 ml of methanol. The solution is stirred at 0° C. for 1/2 hr. and at room temperature for 18 hrs. To the solution is added 250 ml of water and the oil ... Conditions: temperature 0 celsius, time 0.5 hour. Run in CO (methanol), CO (methanol). The reactants are S(=O)(Cl)Cl (thionyl chloride), ice, mixture, ClC1=CC=C(C=C1)N1N=C(C(C(=C1C)CCC)=O)C(=O)O (1-(4-chlorophenyl)-1,4-dihydro-4-oxo-5-n-propyl-6-methyl pyridazine-3-carboxylic Acid), ClC1=CC=C(C=C1)N1N=C(C(C=C1CCCC)=O)C(=O)O (1-(4-chlorophenyl)-1,4-dihydro-4-oxo-6-n-butyl pyridazine-3-carboxylic Acid), O (water). The product is ClC1=CC=C(C=C1)N1N=C(C(C=C1CCCC)=O)C(=O)OC (Methyl 1-(4-Chlorophenyl)-1,4-dihydro-4-oxo-6-n-butylpyridazine-3-carboxylate). As a reaction SMILES: S(Cl)(Cl)=O.Cl[C:6]1C=CC(N2C(C)=C(CCC)C(=O)C(C(O)=O)=N2)=CC=1.[Cl:26][C:27]1[CH:32]=[CH:31][C:30]([N:33]2[C:38]([CH2:39][CH2:40][CH2:41][CH3:42])=[CH:37][C:36](=[O:43])[C:35]([C:44]([OH:46])=[O:45])=[N:34]2)=[CH:29][CH:28]=1.O>CO>[Cl:26][C:27]1[CH:32]=[CH:31][C:30]([N:33]2[C:38]([CH2:39][CH2:40][CH2:41][CH3:42])=[CH:37][C:36](=[O:43])[C:35]([C:44]([O:46][CH3:6])=[O:45])=[N:34]2)=[CH:29][CH:28]=1. Starting materials: CS(=O)(=O)Cl, CCN(C(C)C)C(C)C, ClCCl, Nc1cccc(OCC2CO2)c1. Yields the product CS(=O)(=O)Nc1cccc(OCC2CO2)c1. As a reaction SMILES: [CH3:22][S:23]([Cl:24])(=[O:25])=[O:26].[CH:13]([N:14]([CH:15]([CH3:16])[CH3:17])[CH2:18][CH3:19])([CH3:20])[CH3:21].[Cl:27][CH2:28][Cl:29].[NH2:1][c:2]1[cH:3][c:4]([O:8][CH2:9][CH:10]2[CH2:11][O:12]2)[cH:5][cH:6][cH:7]1>>[NH:1]([c:2]1[cH:3][c:4]([O:8][CH2:9][CH:10]2[CH2:11][O:12]2)[cH:5][cH:6][cH:7]1)[S:23]([CH3:22])(=[O:25])=[O:26].